Dataset: the Open Reaction Database (ORD), a public repository of structured organic reaction records. Task: describe an organic reaction: reactants, conditions, products, and yield The reactants are [Si](C)(C)(C(C)(C)C)OCCN(C(=O)C1=NC(=NC(=C1OCC1=CC=CC=C1)O)CC1(CCCC1)C1=CC=CC=C1)C1CC1 (5-benzyloxy-6-hydroxy-2-(1-phenyl-cyclopentylmethyl)-pyrimidine-4-carboxylic acid [2-(tert-butyl-dimethylsilanyloxy)-ethyl]-cyclopropyl-amide), Cl (HCl), O (Water), C(=O)(O)[O-].[Na+] (NaHCO3). The solvent is O1CCCC1 (tetrahydrofuran). Reaction conditions: time 30 minute. Product: C1(CC1)N(C(=O)C1=NC(=NC(=C1OCC1=CC=CC=C1)O)CC1(CCCC1)C1=CC=CC=C1)CCO (5-benzyloxy-6-hydroxy-2-(1-phenyl-cyclopentylmethyl)-pyrimidine-4-carboxylic acid cyclopropyl-(2-hydroxyethyl)-amide). The yield is 89.2%. As a reaction SMILES: [Si]([O:8][CH2:9][CH2:10][N:11]([CH:41]1[CH2:43][CH2:42]1)[C:12]([C:14]1[C:19]([O:20][CH2:21][C:22]2[CH:27]=[CH:26][CH:25]=[CH:24][CH:23]=2)=[C:18]([OH:28])[N:17]=[C:16]([CH2:29][C:30]2([C:35]3[CH:40]=[CH:39][CH:38]=[CH:37][CH:36]=3)[CH2:34][CH2:33][CH2:32][CH2:31]2)[N:15]=1)=[O:13])(C(C)(C)C)(C)C.Cl.C([O-])(O)=O.[Na+].O>O1CCCC1>[CH:41]1([N:11]([CH2:10][CH2:9][OH:8])[C:12]([C:14]2[C:19]([O:20][CH2:21][C:22]3[CH:27]=[CH:26][CH:25]=[CH:24][CH:23]=3)=[C:18]([OH:28])[N:17]=[C:16]([CH2:29][C:30]3([C:35]4[CH:36]=[CH:37][CH:38]=[CH:39][CH:40]=4)[CH2:34][CH2:33][CH2:32][CH2:31]3)[N:15]=2)=[O:13])[CH2:42][CH2:43]1 |f:2.3|. Reported procedure: To a stirred solution of 5-benzyloxy-6-hydroxy-2-(1-phenyl-cyclopentylmethyl)-pyrimidine-4-carboxylic acid [2-(tert-butyl-dimethylsilanyloxy)-ethyl]-cyclopropyl-amide (284) (430 mg, 0.69 mmol) in tetrahydrofuran (20 mL) was added 1N HCl (3.5 mL. 3.48 mmol) at room temperature and the reaction mixture was stirred for 30 min. After completion of the reaction, solid NaHCO3 was added, basified up to pH 8. Water (10 mL) was added and the mixture was extracted with ethyl acetate (3×30 mL). The organic... Starting materials: CC(=O)O[BH-](OC(C)=O)OC(C)=O, O=Cc1ccc(Cl)c(C(=O)NCC23CC4CC(CC(C4)C2)C3)c1, ClCCCl, NCCSCCO, [Na+]. Yields the product O=C(NCC12CC3CC(CC(C3)C1)C2)c1cc(CNCCSCCO)ccc1Cl. As a reaction SMILES: [C:31]([O:32][BH-:33]([O:34][C:35](=[O:36])[CH3:37])[O:38][C:39](=[O:40])[CH3:41])(=[O:42])[CH3:43].[Cl:1][c:2]1[c:3]([C:4](=[O:5])[NH:6][CH2:7][C:8]23[CH2:9][CH:10]4[CH2:11][CH:12]([CH2:13][CH:14]([CH2:15]2)[CH2:16]4)[CH2:17]3)[cH:18][c:19]([CH:22]=[O:23])[cH:20][cH:21]1.[Cl:45][CH2:46][CH2:47][Cl:48].[NH2:24][CH2:25][CH2:26][S:27][CH2:28][CH2:29][OH:30].[Na+:44]>>[Cl:1][c:2]1[c:3]([C:4](=[O:5])[NH:6][CH2:7][C:8]23[CH2:9][CH:10]4[CH2:11][CH:12]([CH2:13][CH:14]([CH2:15]2)[CH2:16]4)[CH2:17]3)[cH:18][c:19]([CH2:22][NH:24][CH2:25][CH2:26][S:27][CH2:28][CH2:29][OH:30])[cH:20][cH:21]1. Starting materials: ClCC=1NC(=C(C(C1C(=O)OCC)C1=CC(=CC=C1)[N+](=O)[O-])[N+](=O)[O-])C (2-chloromethyl-3-carboethoxy-4-(m-nitrophenyl) -5-nitro-6-methyl-1,4-dihydropyridine), Cl.NCCS (cysteamine hydrochloride), [OH-].[Na+] (sodium hydroxide), CCO (EtOH), CCO (EtOH). Run at time 2 hour. Product: C(\C=C\C(=O)O)(=O)O.NCCSCC=1NC(=C(C(C1C(=O)OCC)C1=CC(=CC=C1)[N+](=O)[O-])[N+](=O)[O-])C (2-[(2-aminoethyl)thio]methyl-3-carboethoxy-4-(m-nitrophenyl)-5-nitro-6-methyl-1,4-dihydropyridine fumarate). Reaction SMILES: Cl[CH2:2][C:3]1[NH:4][C:5]([CH3:26])=[C:6]([N+:23]([O-:25])=[O:24])[CH:7]([C:14]2[CH:19]=[CH:18][CH:17]=[C:16]([N+:20]([O-:22])=[O:21])[CH:15]=2)[C:8]=1[C:9]([O:11][CH2:12][CH3:13])=[O:10].Cl.[NH2:28][CH2:29][CH2:30][SH:31].[OH-:32].[Na+].[CH3:34][CH2:35][OH:36]>>[C:9]([OH:11])(=[O:10])/[CH:8]=[CH:34]/[C:35]([OH:32])=[O:36].[NH2:28][CH2:29][CH2:30][S:31][CH2:2][C:3]1[NH:4][C:5]([CH3:26])=[C:6]([N+:23]([O-:25])=[O:24])[CH:7]([C:14]2[CH:19]=[CH:18][CH:17]=[C:16]([N+:20]([O-:22])=[O:21])[CH:15]=2)[C:8]=1[C:9]([O:11][CH2:12][CH3:13])=[O:10] |f:1.2,3.4,6.7|. Reported procedure: A solution of 2-chloromethyl-3-carboethoxy-4-(m-nitrophenyl) -5-nitro-6-methyl-1,4-dihydropyridine (1.5 g) in EtOH (15 ml) is added dropwise at 0° C. under N2 atmosphere to a solution of cysteamine hydrochloride (0.9 g) and sodium hydroxide (0.32 g) in EtOH (45 ml). After two hours the solution is acidified (pH≃4) with AcOH, evaporated under reduced pressure and the residue is dissolved in water (50 ml) and extracted with Et2O (2×20 ml). The ethereal extractions are discarded, the water layer is... The reactants are CC1=C(C=NN1C1=NC=CC=C1)C(=O)O (5-methyl-1-(2-pyridyl)pyrazole-4-carboxylic acid), NC=1C=CC(=C(C#N)C1)N1CCC(CC1)N1CCOCC1 (5-amino-2-(4-morpholinopiperidin-1-yl)benzonitrile). Yields the product C(#N)C=1C=C(C=CC1N1CCC(CC1)N1CCOCC1)NC(=O)C=1C=NN(C1C)C1=NC=CC=C1 (N-[3-Cyano-4-(4-morpholinopiperidin-1-yl)phenyl]-5-methyl-1-(2-pyridyl)pyrazole-4-carboxamide). Isolated yield 49.1%. As a reaction SMILES: [CH3:1][C:2]1[N:6]([C:7]2[CH:12]=[CH:11][CH:10]=[CH:9][N:8]=2)[N:5]=[CH:4][C:3]=1[C:13]([OH:15])=O.[NH2:16][C:17]1[CH:18]=[CH:19][C:20]([N:25]2[CH2:30][CH2:29][CH:28]([N:31]3[CH2:36][CH2:35][O:34][CH2:33][CH2:32]3)[CH2:27][CH2:26]2)=[C:21]([CH:24]=1)[C:22]#[N:23]>>[C:22]([C:21]1[CH:24]=[C:17]([NH:16][C:13]([C:3]2[CH:4]=[N:5][N:6]([C:7]3[CH:12]=[CH:11][CH:10]=[CH:9][N:8]=3)[C:2]=2[CH3:1])=[O:15])[CH:18]=[CH:19][C:20]=1[N:25]1[CH2:30][CH2:29][CH:28]([N:31]2[CH2:32][CH2:33][O:34][CH2:35][CH2:36]2)[CH2:27][CH2:26]1)#[N:23]. Reported procedure: By the reaction and treatment in the same manner as in Example 64 using 5-methyl-1-(2-pyridyl)pyrazole-4-carboxylic acid (2.0 g) and 5-amino-2-(4-morpholinopiperidin-1-yl)benzonitrile (1.88 g), the title compound (1.52 g) was obtained, melting point: 251° C.